From a dataset of the Open Reaction Database (ORD), a public repository of structured organic reaction records. describe an organic reaction: reactants, conditions, products, and yield The reactants are N1(CCCCC1)C=1N=CC(=NC1)C(=O)O (5-piperidin-1-yl-pyrazine-2-carboxylic acid), FC1=C(C=C(C(=C1)C1=CC=C2C(=NNC2=C1)C=1NC2=C(CNCC2)N1)CC(F)(F)F)O (2-fluoro-4-[3-(4,5,6,7-tetrahydro-1H-imidazo[4,5-c]pyridin-2-yl)-1H-indazol-6-yl]-5-(2,2,2-trifluoro-ethyl)-phenol). The product is C(C)NCC.FC=1C(=CC(=C(C1)C1=CC=C2C(=NNC2=C1)C=1NC2=C(CN(CC2)C(=O)C2=NC=C(N=C2)N2CCCCC2)N1)CC(F)(F)F)O ((2-{6-[5-Fluoro-4-hydroxy-2-(2,2,2-trifluoro-ethyl)-pheny]-1H-indazol-3-yl}-1,4,6,7-tetrahydro-imidazo[4,5-c]pyridin-5-yl)-(5-piperidin-1-yl-pyrazin-2-yl)-methanone diethylamine salt). Yield: 49.8%. RXN SMILES: [N:1]1([C:7]2[N:8]=[CH:9][C:10]([C:13]([OH:15])=O)=[N:11][CH:12]=2)[CH2:6][CH2:5][CH2:4][CH2:3][CH2:2]1.[F:16][C:17]1[CH:22]=[C:21]([C:23]2[CH:31]=[C:30]3[C:26]([C:27]([C:32]4[NH:33][C:34]5[CH2:39][CH2:38][NH:37][CH2:36][C:35]=5[N:40]=4)=[N:28][NH:29]3)=[CH:25][CH:24]=2)[C:20]([CH2:41][C:42]([F:45])([F:44])[F:43])=[CH:19][C:18]=1[OH:46]>>[CH2:2]([NH:1][CH2:6][CH3:5])[CH3:3].[F:16][C:17]1[C:18]([OH:46])=[CH:19][C:20]([CH2:41][C:42]([F:43])([F:44])[F:45])=[C:21]([C:23]2[CH:31]=[C:30]3[C:26]([C:27]([C:32]4[NH:33][C:34]5[CH2:39][CH2:38][N:37]([C:13]([C:10]6[CH:9]=[N:8][C:7]([N:1]7[CH2:2][CH2:3][CH2:4][CH2:5][CH2:6]7)=[CH:12][N:11]=6)=[O:15])[CH2:36][C:35]=5[N:40]=4)=[N:28][NH:29]3)=[CH:25][CH:24]=2)[CH:22]=1 |f:2.3|. Reported procedure: The title compound was prepared from 5-piperidin-1-yl-pyrazine-2-carboxylic acid (Preparation 44, 35 mg, 168 μmol) and 2-fluoro-4-[3-(4,5,6,7-tetrahydro-1H-imidazo[4,5-c]pyridin-2-yl)-1H-indazol-6-yl]-5-(2,2,2-trifluoro-ethyl)-phenol (Preparation 39, 100 mg, 168 μmol) using the method of Example 8. The crude material was purified by HPLC Method A to afford 29.0 mg of the title compound as the diethylamine salt. The reactants are C([O-])([O-])=O.[K+].[K+] (potassium carbonate), C12CNCC(CC1)O2 (8-Oxa-3-azabicyclo[3.2.1]octane), BrC(C(=O)OCC)C(=O)OCC (diethyl 2-bromomalonate). The solvent is C(C)#N (acetonitrile). Run at temperature 50 celsius, time 8 hour. The product is C12CN(CC(CC1)O2)C(C(=O)OCC)C(=O)OCC (Diethyl 2-(8-oxa-3-azabicyclo[3.2.1]oct-3-yl)malonate). As a reaction SMILES: Br[CH:2]([C:8]([O:10][CH2:11][CH3:12])=[O:9])[C:3]([O:5][CH2:6][CH3:7])=[O:4].C(=O)([O-])[O-].[K+].[K+].[CH:19]12[O:26][CH:23]([CH2:24][CH2:25]1)[CH2:22][NH:21][CH2:20]2>C(#N)C>[CH:23]12[O:26][CH:19]([CH2:25][CH2:24]1)[CH2:20][N:21]([CH:2]([C:8]([O:10][CH2:11][CH3:12])=[O:9])[C:3]([O:5][CH2:6][CH3:7])=[O:4])[CH2:22]2 |f:1.2.3|. Procedure: 4.72 g (19.8 mmol) of diethyl 2-bromomalonate are introduced into 30 ml of acetonitrile. Then 3.82 g (27.7 mmol) of potassium carbonate and 2.46 g (21.7 mmol) of 8-oxa-3-azabicyclo[3.2.1]octane from step 4 are added. The suspension is stirred at 50° C. overnight. This is followed by filtration with suction and evaporation of the filtrate to dryness in a rotary evaporator. The residue is employed without further purification in the next stage. Reactants: COC=1C=C2C(=NC=NC2=CC1OC)N1CCC(CC1)N1C(NC2=CC=C(C=C2C1=O)[N+](=O)[O-])=O (3-[1-(6,7-dimethoxy-4-quinazolinyl)-4-piperidinyl]-1,2,3,4-tetrahydro-6-nitro-2,4-dioxoquinazoline), FC1=CC=C(CCl)C=C1 (4-fluorobenzyl chloride). Product: COC=1C=C2C(=NC=NC2=CC1OC)N1CCC(CC1)N1C(N(C2=CC=C(C=C2C1=O)[N+](=O)[O-])CC1=CC=C(C=C1)F)=O (3-[1-(6,7-Dimethoxy-4-quinazolinyl)-4-piperidinyl]-1-(4-fluorobenzyl)-1,2,3,4-tetrahydro-6-nitro-2,4-dioxo-quinazoline). Yield: 32.0%. RXN SMILES: [CH3:1][O:2][C:3]1[CH:4]=[C:5]2[C:10](=[CH:11][C:12]=1[O:13][CH3:14])[N:9]=[CH:8][N:7]=[C:6]2[N:15]1[CH2:20][CH2:19][CH:18]([N:21]2[C:30](=[O:31])[C:29]3[C:24](=[CH:25][CH:26]=[C:27]([N+:32]([O-:34])=[O:33])[CH:28]=3)[NH:23][C:22]2=[O:35])[CH2:17][CH2:16]1.[F:36][C:37]1[CH:44]=[CH:43][C:40]([CH2:41]Cl)=[CH:39][CH:38]=1>>[CH3:1][O:2][C:3]1[CH:4]=[C:5]2[C:10](=[CH:11][C:12]=1[O:13][CH3:14])[N:9]=[CH:8][N:7]=[C:6]2[N:15]1[CH2:20][CH2:19][CH:18]([N:21]2[C:30](=[O:31])[C:29]3[C:24](=[CH:25][CH:26]=[C:27]([N+:32]([O-:34])=[O:33])[CH:28]=3)[N:23]([CH2:41][C:40]3[CH:43]=[CH:44][C:37]([F:36])=[CH:38][CH:39]=3)[C:22]2=[O:35])[CH2:17][CH2:16]1. Reported procedure: The procedure similar to that described in Example 1 was repeated, except that 300 mg (0.63 mmol) of Compound 24 was used and 4-fluorobenzyl chloride was used in place of methyl iodide. As a result, 116.9 mg (yield: 32%) of Compound 9 was obtained as pale yellow crystals. Reactants: N(=C=O)CCC=1C=C(C=CC1)C1=NN(C=N1)C1=CC=C(C=C1)OC(F)(F)F (3-(3-(2-isocyanatoethyl)phenyl)-1-(4-(trifluoromethoxy)phenyl)-1H-1,2,4-triazole), CC=1C=CC(=C(C1)NC(=S)N)CCC (1-(5-methyl-2-propylphenyl)thiourea). Yields the product CC=1C=CC(=C(C1)NC(=S)NC(=O)NCCC1=CC(=CC=C1)C1=NN(C=N1)C1=CC=C(C=C1)OC(F)(F)F)CCC (1-[(5-methyl-2-propyl-phenyl)carbamothioyl]-3-[2-[3-[1-[4-(trifluoromethoxy)phenyl]-1H-1,2,4-triazol-3-yl]phenyl]ethyl]urea), solid. Yield: 34.0%. As a reaction SMILES: [N:1]([CH2:4][CH2:5][C:6]1[CH:7]=[C:8]([C:12]2[N:16]=[CH:15][N:14]([C:17]3[CH:22]=[CH:21][C:20]([O:23][C:24]([F:27])([F:26])[F:25])=[CH:19][CH:18]=3)[N:13]=2)[CH:9]=[CH:10][CH:11]=1)=[C:2]=[O:3].[CH3:28][C:29]1[CH:30]=[CH:31][C:32]([CH2:39][CH2:40][CH3:41])=[C:33]([NH:35][C:36]([NH2:38])=[S:37])[CH:34]=1>>[CH3:28][C:29]1[CH:30]=[CH:31][C:32]([CH2:39][CH2:40][CH3:41])=[C:33]([NH:35][C:36]([NH:38][C:2]([NH:1][CH2:4][CH2:5][C:6]2[CH:11]=[CH:10][CH:9]=[C:8]([C:12]3[N:16]=[CH:15][N:14]([C:17]4[CH:22]=[CH:21][C:20]([O:23][C:24]([F:26])([F:25])[F:27])=[CH:19][CH:18]=4)[N:13]=3)[CH:7]=2)=[O:3])=[S:37])[CH:34]=1. Procedure details: The title compound was prepared as described in Example 75 using 3-(3-(2-isocyanatoethyl)phenyl)-1-(4-(trifluoromethoxy)phenyl)-1H-1,2,4-triazole (CA44) and 1-(5-methyl-2-propylphenyl)thiourea (CA38) isolated as a white solid (0.107 g, 34%): 1H NMR (400 MHz, DMSO-d6) δ 11.99 (s, 1H), 10.09 (s, 1H), 9.42 (s, 1H), 8.14-8.05 (m, 2H), 8.05-7.95 (m, 2H), 7.61 (dd, J=8.6, 1.3 Hz, 2H), 7.49 (t, J=7.6 Hz, 1H), 7.44-7.34 (m, 2H), 7.13 (d, J=7.8 Hz, 1H), 7.07-6.97 (m, 2H), 3.46 (q, J=6.5 Hz, 2H), 2.89 (t,...